Dataset: the Open Reaction Database (ORD), a public repository of structured organic reaction records. Task: describe an organic reaction: reactants, conditions, products, and yield Reactants: FC(C=1C=C(C=CC1)C1=NC=C(C=N1)N)(F)F (2-(3-(trifluoromethyl)phenyl)pyrimidin-5-amine), [N+](=O)([O-])C1=C(C(=O)O)C=C(C=C1)N1CCCCC1 (2-nitro-5-(piperidin-1-yl)benzoic acid), CCN=C=NCCCN(C)C.Cl (EDC.HCl). Reagents/catalysts: CN(C1=CC=NC=C1)C (4-dimethylaminopyridine). Solvent: ClCCl (dichloromethane), O (water). Conditions: time 48 hour. The product is [N+](=O)([O-])C1=C(C(=O)NC=2C=NC(=NC2)C2=CC(=CC=C2)C(F)(F)F)C=C(C=C1)N1CCCCC1 (2-nitro-5-(piperidin-1-yl)-N-(2-(3-(trifluoromethyl)phenyl)pyrimidin-5-yl)benzamide). The yield is 27.0%. Reaction SMILES: [F:1][C:2]([F:17])([F:16])[C:3]1[CH:4]=[C:5]([C:9]2[N:14]=[CH:13][C:12]([NH2:15])=[CH:11][N:10]=2)[CH:6]=[CH:7][CH:8]=1.[N+:18]([C:21]1[CH:29]=[CH:28][C:27]([N:30]2[CH2:35][CH2:34][CH2:33][CH2:32][CH2:31]2)=[CH:26][C:22]=1[C:23](O)=[O:24])([O-:20])=[O:19].CCN=C=NCCCN(C)C.Cl>ClCCl.CN(C)C1C=CN=CC=1.O>[N+:18]([C:21]1[CH:29]=[CH:28][C:27]([N:30]2[CH2:35][CH2:34][CH2:33][CH2:32][CH2:31]2)=[CH:26][C:22]=1[C:23]([NH:15][C:12]1[CH:13]=[N:14][C:9]([C:5]2[CH:6]=[CH:7][CH:8]=[C:3]([C:2]([F:1])([F:16])[F:17])[CH:4]=2)=[N:10][CH:11]=1)=[O:24])([O-:20])=[O:19] |f:2.3|. Procedure: To 2-(3-(trifluoromethyl)phenyl)pyrimidin-5-amine (750 mg, 3.14 mmol, 1.00 equiv) in dichloromethane (50 mL) was added 2-nitro-5-(piperidin-1-yl)benzoic acid (1.18 g, 4.72 mmol, 1.50 equiv), EDC.HCl (1.2 g, 6.28 mmol, 2.00 equiv) and 4-dimethylaminopyridine (770 mg, 6.31 mmol, 2.00 equiv) and the resulting solution was stirred for 48 h at room temperature. The reaction was diluted with 25 mL of water and then extracted with 2×25 mL of dichloromethane. The organic layers were combined, dried over... Yields the product Cn1cncc1-c1cc2ccccc2cc1C(=O)O. As a reaction SMILES: [CH2:24]1[O:25][CH2:26][CH2:27][CH2:28]1.[CH3:1][O:2][C:3](=[O:4])[c:5]1[cH:6][c:7]2[cH:8][cH:9][cH:10][cH:11][c:12]2[cH:13][c:14]1-[c:15]1[cH:16][n:17][cH:18][n:19]1[CH3:20].[CH3:29][OH:30].[ClH:23].[Na+:22].[OH-:21]>>[O:2]=[C:3]([OH:4])[c:5]1[cH:6][c:7]2[cH:8][cH:9][cH:10][cH:11][c:12]2[cH:13][c:14]1-[c:15]1[cH:16][n:17][cH:18][n:19]1[CH3:20]. Starting materials: C1CCOC1, COC(=O)c1cc2ccccc2cc1-c1cncn1C, CO, Cl, [Na+], [OH-]. The product is C(CCCCCCCC=C)OC1=CC=C(C(=O)O)C=C1 (p-(9-decenyloxy) benzoic acid). The yield is 60.0%. Reaction SMILES: Cl[CH2:2][CH2:3][CH2:4][CH2:5][CH2:6][CH2:7][CH2:8][CH2:9][CH:10]=[CH2:11].[I-].[Na+].[OH-:14].[K+].Cl.[CH3:17][C:18](=[O:21])[CH2:19][CH3:20]>>[CH2:2]([O:21][C:18]1[CH:17]=[CH:20][C:19]([C:18]([OH:21])=[O:14])=[CH:20][CH:19]=1)[CH2:3][CH2:4][CH2:5][CH2:6][CH2:7][CH2:8][CH2:9][CH:10]=[CH2:11] |f:1.2,3.4|. Reactants: ClCCCCCCCCC=C (10-chloro-1-decene), [OH-].[K+] (potassium hydroxide), Cl (hydrochloric acid), [I-].[Na+] (sodium iodide), [OH-].[K+] (potassium hydroxide), CC(CC)=O (2-butanone). Run at temperature 80 celsius. Procedure: 10.0 g of 10-chloro-1-decene obtained in Example 1.(2) was iodized by reacting it with 25 g of sodium iodide in 2-butanone for 10 hours at 80° C. The resulting reaction mixture was then washed with water and dried, and the solvent was then removed. To the obtained iodide product were added 11.5 g of ethyl p-hydroxybenzoate and 9.6 g of potassium carbonate, and the mixture was refluxed in absolute ethanol for 15 hours. To the resulting reaction mixture was then added an aqueous potassium hydroxid... Reactants: Cc1ccc(N2CCN(C(=O)c3ccc(Br)cc3F)CC2)nc1, CC1(C)C=NC(=O)O1. Yields the product Cc1ccc(N2CCN(C(=O)c3ccc(N4CC(C)(C)OC4=O)cc3F)CC2)nc1. RXN SMILES: [Br:1][c:2]1[cH:3][c:4]([F:23])[c:5]([C:8](=[O:9])[N:10]2[CH2:11][CH2:12][N:13]([c:16]3[n:17][cH:18][c:19]([CH3:22])[cH:20][cH:21]3)[CH2:14][CH2:15]2)[cH:6][cH:7]1.[CH3:24][C:25]1([CH3:31])[CH:26]=[N:27][C:28](=[O:30])[O:29]1>>[c:2]1([N:27]2[CH2:26][C:25]([CH3:24])([CH3:31])[O:29][C:28]2=[O:30])[cH:3][c:4]([F:23])[c:5]([C:8](=[O:9])[N:10]2[CH2:11][CH2:12][N:13]([c:16]3[n:17][cH:18][c:19]([CH3:22])[cH:20][cH:21]3)[CH2:14][CH2:15]2)[cH:6][cH:7]1. Starting materials: solid, BrC1=CC(=CC=2C=C3N(C12)C(CCNC3=O)C)F ((RS)-7-bromo-9-fluoro-5-methyl-2,3,4,5-tetrahydro-[1,4]diazepino[1,2-a]indol-1-one), BrC1=CC(=CC=2C=C3N(C12)C(CCNC3=O)C)F ((RS)-7-bromo-9-fluoro-5-methyl-2,3,4,5-tetrahydro-[1,4]diazepino[1,2-a]indol-1-one), FC1=CC=C(C=C1)B(O)O (4-fluoro-phenylboronic acid). The product is FC1=CC=2C=C3N(C2C(=C1)C1=CC=C(C=C1)F)C(CCNC3=O)C ((RS)-9-Fluoro-7-(4-fluoro-phenyl)-5-methyl-2,3,4,5-tetrahydro-[1,4]diazepino[1,2-a]indol-1-one). RXN SMILES: Br[C:2]1[C:10]2[N:9]3[CH:11]([CH3:17])[CH2:12][CH2:13][NH:14][C:15](=[O:16])[C:8]3=[CH:7][C:6]=2[CH:5]=[C:4]([F:18])[CH:3]=1.[F:19][C:20]1[CH:25]=[CH:24][C:23](B(O)O)=[CH:22][CH:21]=1>>[F:18][C:4]1[CH:3]=[C:2]([C:23]2[CH:24]=[CH:25][C:20]([F:19])=[CH:21][CH:22]=2)[C:10]2[N:9]3[CH:11]([CH3:17])[CH2:12][CH2:13][NH:14][C:15](=[O:16])[C:8]3=[CH:7][C:6]=2[CH:5]=1. Reported procedure: The title compound, grey solid (79 mg, 97%), MS (ISP) m/z=327.2 [(M+H)+], mp 235.5° C., was prepared in accordance with the general method of example 1 from (RS)-7-bromo-9-fluoro-5-methyl-2,3,4,5-tetrahydro-[1,4]diazepino[1,2-a]indol-1-one (intermediate 3) (77.8 mg, 0.25 mmol) and commercially available 4-fluoro-phenylboronic acid (45.5 mg, 0.325 mmol).